This data is from the Open Reaction Database (ORD), a public repository of structured organic reaction records. The task is: describe an organic reaction: reactants, conditions, products, and yield The reactants are O=C(O)c1ccc([N+](=O)[O-])cc1, Nc1ccccc1, O. Product: O=C(Nc1ccccc1)c1ccc([N+](=O)[O-])cc1. RXN SMILES: [N+:1](=[O:2])([O-:3])[c:4]1[cH:5][cH:6][c:7]([C:8](=[O:9])[OH:10])[cH:11][cH:12]1.[NH2:13][c:14]1[cH:15][cH:16][cH:17][cH:18][cH:19]1.[OH2:20]>>[N+:1](=[O:2])([O-:3])[c:4]1[cH:5][cH:6][c:7]([C:8](=[O:10])[NH:13][c:14]2[cH:15][cH:16][cH:17][cH:18][cH:19]2)[cH:11][cH:12]1. The reactants are CS(=O)C (dimethylsulfoxide), solution, C[O-].[Na+] (sodium methoxide), CO (methyl alcohol), C1(=CC=CC=C1)S(=O)(=O)CCCC1C(CCCCCCCCCC1)=O (2-(3-phenylsulfonyl-prop-1-yl)-cyclododecanone), ( b ). Run in C1(=CC=CC=C1)C (toluene). Product: C12=CCCCCCCCCCC2=CCC1 (Bicyclo[10.3.0]pentadeca-1,12-diene). The yield is 75.8%. Reaction SMILES: C[O-].[Na+].CO.C1(S([CH2:15][CH2:16][CH2:17][CH:18]2[CH2:29][CH2:28][CH2:27][CH2:26][CH2:25][CH2:24][CH2:23][CH2:22][CH2:21][CH2:20][C:19]2=O)(=O)=O)C=CC=CC=1.CS(C)=O>C1(C)C=CC=CC=1>[C:18]12[CH2:17][CH2:16][CH:15]=[C:19]1[CH2:20][CH2:21][CH2:22][CH2:23][CH2:24][CH2:25][CH2:26][CH2:27][CH2:28][CH:29]=2 |f:0.1|. Procedure details: 2.37 ml of a 30% solution of sodium methoxide in methyl alcohol (10.2 mmole) were added dropwise to a solution of 0.728 g (2.0 mmole) of 2-(3-phenylsulfonyl-prop-1-yl)-cyclododecanone in 10 ml of toluene as indicated sub letter (b). After 90 min. of heating, 0.57 ml (8.0 mmole) of dimethylsulfoxide (DMSO) were added to the reaction mixture which was then heated to reflux for 4 further hours. After extraction and distillation, there were isolated 0.310 g (76% yield) of the desired compound. Reactants: Cl (HCl), Cl (HCl), ClC1=C(C=CC=C1Cl)O[C@@H]1C[C@H](C1)NC(=O)C=1C=2N(C(=CC1)COCOC)C=CN2 (N-{trans-3-[(2,3-dichlorophenyl)oxy]cyclobutyl}-5-({[(methyloxy)methyl]oxy}methyl)imidazo[1,2-a]pyridine-8-carboxamide). Run in CC(C)O (2-propanol), CC(C)O (2-propanol), C1CCOC1 (THF). Conditions: time 1 hour. The product is ClC1=C(C=CC=C1Cl)O[C@@H]1C[C@H](C1)NC(=O)C=1C=2N(C(=CC1)CO)C=CN2 (N-{trans-3-[(2,3-Dichlorophenyl)oxy]cyclobutyl}-5-(hydroxymethyl)imidazo[1,2-a]pyridine-8-carboxamide). The yield is 400.9%. As a reaction SMILES: [Cl:1][C:2]1[C:7]([Cl:8])=[CH:6][CH:5]=[CH:4][C:3]=1[O:9][C@H:10]1[CH2:13][C@H:12]([NH:14][C:15]([C:17]2[C:18]3[N:19]([CH:28]=[CH:29][N:30]=3)[C:20]([CH2:23][O:24]COC)=[CH:21][CH:22]=2)=[O:16])[CH2:11]1.Cl>C1COCC1.CC(O)C>[Cl:1][C:2]1[C:7]([Cl:8])=[CH:6][CH:5]=[CH:4][C:3]=1[O:9][C@H:10]1[CH2:13][C@H:12]([NH:14][C:15]([C:17]2[C:18]3[N:19]([CH:28]=[CH:29][N:30]=3)[C:20]([CH2:23][OH:24])=[CH:21][CH:22]=2)=[O:16])[CH2:11]1. Procedure: To a stirred suspension of N-{trans-3-[(2,3-dichlorophenyl)oxy]cyclobutyl}-5-({[(methyloxy)methyl]oxy}methyl)imidazo[1,2-a]pyridine-8-carboxamide (598 mg, 1.328 mmol) in THF (5 mL) was added 5 to 6M HCl in 2-propanol (5 mL, 27.5 mmol) and a clear solution was observed. The reaction mixture was stirred under a nitrogen atmosphere at room temperature for 1 hour. More 5-6M HCl in 2-propanol (0.5 mL) was added and stirring continued for another hour when HPLC indicated the reaction to be complete. T... The reactants are CC(C)CNc1cc(NC(=O)OC(C)(C)C)c(NC(=O)CC(=O)c2cccc(-n3ccnn3)c2)cc1Cl, ClCCl, O=C(O)C(F)(F)F. Yields the product CC(C)CNc1cc2c(cc1Cl)NC(=O)CC(c1cccc(-n3ccnn3)c1)=N2. As a reaction SMILES: [C:1]([O:2][C:3](=[O:4])[NH:7][c:8]1[c:9]([NH:20][C:21]([CH2:22][C:23](=[O:5])[c:24]2[cH:25][c:26](-[n:30]3[n:31][n:32][cH:33][cH:34]3)[cH:27][cH:28][cH:29]2)=[O:36])[cH:10][c:11]([Cl:19])[c:12]([NH:14][CH2:15][CH:16]([CH3:17])[CH3:18])[cH:13]1)([CH3:6])([CH3:35])[CH3:37].[Cl:45][CH2:46][Cl:47].[F:38][C:39]([F:40])([F:41])[C:42]([OH:43])=[O:44]>>[N:7]1=[C:23]([c:24]2[cH:25][c:26](-[n:30]3[n:31][n:32][cH:33][cH:34]3)[cH:27][cH:28][cH:29]2)[CH2:22][C:21](=[O:36])[NH:20][c:9]2[c:8]1[cH:13][c:12]([NH:14][CH2:15][CH:16]([CH3:17])[CH3:18])[c:11]([Cl:19])[cH:10]2. Reactants: OCc1cccc2c1CN(Cc1ccccc1)C2, ClC(Cl)Cl, CCOC(=O)Cl, [Na+], [Na+], O=C([O-])[O-]. Product: CCOC(=O)N1Cc2cccc(CO)c2C1. As a reaction SMILES: [CH2:1]([c:2]1[cH:3][cH:4][cH:5][cH:6][cH:7]1)[N:8]1[CH2:9][c:10]2[cH:11][cH:12][cH:13][c:14]([CH2:17][OH:18])[c:15]2[CH2:16]1.[CH:31]([Cl:32])([Cl:33])[Cl:34].[Cl:25][C:26](=[O:27])[O:28][CH2:29][CH3:30].[Na+:19].[Na+:20].[O-:21][C:22](=[O:23])[O-:24]>>[N:8]1([C:26](=[O:27])[O:28][CH2:29][CH3:30])[CH2:9][c:10]2[cH:11][cH:12][cH:13][c:14]([CH2:17][OH:18])[c:15]2[CH2:16]1. Starting materials: COc1cc(Cl)cc(C(C)(C)C(=O)N(C)c2cnc(Cl)cc2-c2ccccc2Cl)c1, ClCCl, O. Yields the product CN(C(=O)C(C)(C)c1cc(O)cc(Cl)c1)c1cnc(Cl)cc1-c1ccccc1Cl. RXN SMILES: [Cl:1][c:2]1[cH:3][c:4](-[c:24]2[c:25]([Cl:30])[cH:26][cH:27][cH:28][cH:29]2)[c:5]([N:8]([C:9]([C:10]([CH3:11])([CH3:12])[c:13]2[cH:14][c:15]([Cl:21])[cH:16][c:17]([O:19][CH3:20])[cH:18]2)=[O:22])[CH3:23])[cH:6][n:7]1.[Cl:31][CH2:32][Cl:33].[OH2:34]>>[Cl:1][c:2]1[cH:3][c:4](-[c:24]2[c:25]([Cl:30])[cH:26][cH:27][cH:28][cH:29]2)[c:5]([N:8]([C:9]([C:10]([CH3:11])([CH3:12])[c:13]2[cH:14][c:15]([Cl:21])[cH:16][c:17]([OH:19])[cH:18]2)=[O:22])[CH3:23])[cH:6][n:7]1.